This data is from the Open Reaction Database (ORD), a public repository of structured organic reaction records. The task is: describe an organic reaction: reactants, conditions, products, and yield Solvent: C(Cl)Cl (DCM). Reaction SMILES: Cl.[CH3:2][C@:3]1([N:8]2[C:12]3[N:13]=[C:14]([N:24]4[CH2:29][CH2:28][O:27][CH2:26][CH2:25]4)[N:15]=[C:16]([C:17]4[CH:18]=[N:19][C:20]([NH2:23])=[N:21][CH:22]=4)[C:11]=3[CH2:10][CH2:9]2)[CH2:7][CH2:6][NH:5][CH2:4]1.Br[CH:31]1[CH2:35][CH2:34][NH:33][C:32]1=[O:36].O>C(Cl)Cl>[NH2:23][C:20]1[N:19]=[CH:18][C:17]([C:16]2[C:11]3[CH2:10][CH2:9][N:8]([C@@:3]4([CH3:2])[CH2:7][CH2:6][N:5]([CH:31]5[CH2:35][CH2:34][NH:33][C:32]5=[O:36])[CH2:4]4)[C:12]=3[N:13]=[C:14]([N:24]3[CH2:29][CH2:28][O:27][CH2:26][CH2:25]3)[N:15]=2)=[CH:22][N:21]=1 |f:0.1|. Isolated yield 47.8%. Reported procedure: To a stirred solution of the product of Example 4, Step 2, 5-{7-[(3S)-3-methylpyrrolidin-3-yl]-2-(morpholin-4-yl)-6,7-dihydro-5H-pyrrolo[2,3-d]pyrimidin-4-yl}pyrimidin-2-amine hydrochloride (320 mg, 0.764 mmol) and TEA (232 mg, 2.29 mmol) in DCM (16 mL) was added 3-bromo-pyrrolidin-2-one (188 mg, 1.15 mmol) at 25° C. The mixture was stirred at 40° C. for 3 days, whereupon water (10 mL) was added. The mixture was extracted with DCM (20 mL×3). The combined organic layers were washed with brine (20... The reactants are O (water), product, Cl.C[C@]1(CNCC1)N1CCC2=C1N=C(N=C2C=2C=NC(=NC2)N)N2CCOCC2 (5-{7-[(3S)-3-methylpyrrolidin-3-yl]-2-(morpholin-4-yl)-6,7-dihydro-5H-pyrrolo[2,3-d]pyrimidin-4-yl}pyrimidin-2-amine hydrochloride), TEA, BrC1C(NCC1)=O (3-bromo-pyrrolidin-2-one). Yields the product NC1=NC=C(C=N1)C=1C2=C(N=C(N1)N1CCOCC1)N(CC2)[C@@]2(CN(CC2)C2C(NCC2)=O)C ((3S)-3-[4-(2-aminopyrimidin-5-yl)-2-(morpholin-4-yl)-5,6-dihydro-7H-pyrrolo[2,3-d]pyrimidin-7-yl]-3-methyl-1,3′-bipyrrolidin-2′-one). The reactants are N1(CCCCCC1)CCN (2-Azepan-1-ylethylamine), CS(=O)(=O)C1=NC=CC(=N1)C=1C(=NN2C1C=CC(=C2)C(F)(F)F)C2=CC(=CC=C2)Cl (4-[2-(3-chlorophenyl)-6-(trifluoromethyl)pyrazolo[1,5-a]pyridin-3-yl]pyrimidin-2-yl methyl sulfone). Procedure details: 2-Azepan-1-ylethylamine (0.04 mL) and 4-[2-(3-chlorophenyl)-6-(trifluoromethyl)pyrazolo[1,5-a]pyridin-3-yl]pyrimidin-2-yl methyl sulfone (0.02 g) were mixed at room temperature and heated with an airgun until a homogenous melt was obtained (2 min). Upon cooling, water was added. The precipitated solid was filtered and dried to give the title compound as a beige solid (0.014 g); 1H NMR (d6-DMSO) δ 9.51(1H, s), 8.49(1H, bs), 8.16(1H, d), 7.70–7.65(2H, m), 7.60–7.50(3H, m), 7.00(1H, bs), 6.36(1H, b... RXN SMILES: [N:1]1([CH2:8][CH2:9][NH2:10])[CH2:7][CH2:6][CH2:5][CH2:4][CH2:3][CH2:2]1.CS([C:15]1[N:20]=[C:19]([C:21]2[C:22]([C:34]3[CH:39]=[CH:38][CH:37]=[C:36]([Cl:40])[CH:35]=3)=[N:23][N:24]3[CH:29]=[C:28]([C:30]([F:33])([F:32])[F:31])[CH:27]=[CH:26][C:25]=23)[CH:18]=[CH:17][N:16]=1)(=O)=O>O>[N:1]1([CH2:8][CH2:9][NH:10][C:15]2[N:20]=[C:19]([C:21]3[C:22]([C:34]4[CH:39]=[CH:38][CH:37]=[C:36]([Cl:40])[CH:35]=4)=[N:23][N:24]4[CH:29]=[C:28]([C:30]([F:33])([F:31])[F:32])[CH:27]=[CH:26][C:25]=34)[CH:18]=[CH:17][N:16]=2)[CH2:7][CH2:6][CH2:5][CH2:4][CH2:3][CH2:2]1. Product: N1(CCCCCC1)CCNC1=NC=CC(=N1)C=1C(=NN2C1C=CC(=C2)C(F)(F)F)C2=CC(=CC=C2)Cl (N-(2-azepan-1-ylethyl)-N-{4-[2-(3-chlorophenyl)-6-(trifluoromethyl)pyrazolo[1,5-a]pyridin-3-yl]pyrimidin-2-yl}amine). Run in O (water).